Dataset: the Open Reaction Database (ORD), a public repository of structured organic reaction records. Task: describe an organic reaction: reactants, conditions, products, and yield Reactants: CN (methylamine), CC1=C(C=CC(=C1)[N+](=O)[O-])N=C1SCC(N1)CCl (2-(2-methyl-4-nitrophenylimino)-4-(chloromethyl)-1,3-thiazolidine). The solvent is CO (methanol). Run at time 72 hour. Product: CC1=C(C=CC(=C1)[N+](=O)[O-])N=C1SCC(N1)CNC (2-(2-methyl-4-nitrophenylimino)-4-(N-methylaminomethyl)-1,3-thiazolidine). Isolated yield 35.0%. As a reaction SMILES: [CH3:1][NH2:2].[CH3:3][C:4]1[CH:9]=[C:8]([N+:10]([O-:12])=[O:11])[CH:7]=[CH:6][C:5]=1[N:13]=[C:14]1[NH:18][CH:17]([CH2:19]Cl)[CH2:16][S:15]1>CO>[CH3:3][C:4]1[CH:9]=[C:8]([N+:10]([O-:12])=[O:11])[CH:7]=[CH:6][C:5]=1[N:13]=[C:14]1[NH:18][CH:17]([CH2:19][NH:2][CH3:1])[CH2:16][S:15]1. Procedure details: To a solution of methylamine in methanol (2.0M, 5 mL) was added 2-(2-methyl-4-nitrophenylimino)-4-(chloromethyl)-1,3-thiazolidine (prepared in a manner analogous to that described in Method C2a; 0.040 g, 0.140 mmol) and the resulting mixture was stirred at room temp for 72 h. The mixture was concentrated under reduced pressure and the resulting residue was purified by flash chromatography (5% MeOH/CH2Cl2) to give 2-(2-methyl-4-nitrophenylimino)-4-(N-methylaminomethyl)-1,3-thiazolidine as a solid...